Dataset: the Open Reaction Database (ORD), a public repository of structured organic reaction records. Task: describe an organic reaction: reactants, conditions, products, and yield Starting materials: C1(=CC=CC=C1)PC1=CC=CC=C1 (diphenyl-phosphine), N(=NC(C#N)(C)C)C(C#N)(C)C (2,2'-azobis (2-methylpropionitrile)), C(=C)N(C(C)=O)C (N-vinyl-N-methyl acetamide), ( 10.97 ), C1(=CC=CC=C1)PC1=CC=CC=C1 (diphenylphosphine), ( 4.57 ), ( 69.89 ), ( 7.15 ). Conditions: temperature 100 celsius. Yields the product CN(C(C)=O)CCP(C1=CC=CC=C1)C1=CC=CC=C1 (N-methyl-N-(2-diphenylphosphinoethyl) acetamide). The yield is 94.0%. RXN SMILES: [C:1]1([PH:7][C:8]2[CH:13]=[CH:12][CH:11]=[CH:10][CH:9]=2)[CH:6]=[CH:5][CH:4]=[CH:3][CH:2]=1.N(C(C)(C)C#N)=NC(C)(C)C#N.[CH:26]([N:28]([CH3:32])[C:29](=[O:31])[CH3:30])=[CH2:27]>>[CH3:32][N:28]([CH2:26][CH2:27][P:7]([C:1]1[CH:2]=[CH:3][CH:4]=[CH:5][CH:6]=1)[C:8]1[CH:9]=[CH:10][CH:11]=[CH:12][CH:13]=1)[C:29](=[O:31])[CH3:30]. Procedure: A 100 ml 3-necked round bottomed flask was heated to 100° C. under a nitrogen atmosphere and 7.14 g diphenyl-phosphine (38.4 mmole), 0.15 g 2,2'-azobis (2-methylpropionitrile), and 3.77 g N-vinyl-N-methyl acetamide (38.1 mmole) from Polysciences were added in the stated sequence. The reaction was maintained at 100° C. for 45 minutes under a nitrogen atmosphere and then evacuated (1 mm) for 24 hours at 100° C. A viscuous oil resulted whose infrared spectrum displayed a strong γ (CO) band at 1645 ... The reactants are C(C#CC)OC1=CC=C(C=C1)S(=O)(=O)N(C(C(=O)OC)C1=CC=CC=C1)C (methyl 2-[{[4-(2-butynyloxy)phenyl]-sulfonyl}(methyl)amino]-2-phenylacetate), [OH-].[K+] (KOH). Run in CO.O.C1CCOC1 (methanol water THF). Product: C(C#CC)OC1=CC=C(C=C1)S(=O)(=O)N(C(C(=O)O)C1=CC=CC=C1)C (2-[{[4-(2-butynyloxy)- phenyl]sulfonyl}(methyl)amino]-2-phenylacetic acid). Isolated yield 74.0%. As a reaction SMILES: [CH2:1]([O:5][C:6]1[CH:11]=[CH:10][C:9]([S:12]([N:15]([CH3:27])[CH:16]([C:21]2[CH:26]=[CH:25][CH:24]=[CH:23][CH:22]=2)[C:17]([O:19]C)=[O:18])(=[O:14])=[O:13])=[CH:8][CH:7]=1)[C:2]#[C:3][CH3:4].[OH-].[K+]>CO.O.C1COCC1>[CH2:1]([O:5][C:6]1[CH:7]=[CH:8][C:9]([S:12]([N:15]([CH3:27])[CH:16]([C:21]2[CH:26]=[CH:25][CH:24]=[CH:23][CH:22]=2)[C:17]([OH:19])=[O:18])(=[O:13])=[O:14])=[CH:10][CH:11]=1)[C:2]#[C:3][CH3:4] |f:1.2,3.4.5|. Reported procedure: A solution of 1.50 g of methyl 2-[{[4-(2-butynyloxy)phenyl]-sulfonyl}(methyl)amino]-2-phenylacetate and 1.50 g of KOH in a methanol/water/THF mixture was stirred at room temperature for 18 hours. The solution was then evaporated, the residue was dissolved in water and then acidified with 2N hydrochloric acid, and the precipitate was collected and dried to give 1.07 g of 2-[{[4-(2-butynyloxy)- phenyl]sulfonyl}(methyl)amino]-2-phenylacetic acid as colorless crystals, The reactants are C(C1=CC=CC=C1)OC=1C=2N(C=CC1)C(=CN2)Br (8-(benzyloxy)-3-bromoimidazo[1,2-a]pyridine), C(#C)[Si](C)(C)C (ethynyltrimethylsilane), C(C)(C)NC(C)C (diisopropylamine). Reagents/catalysts: Cl[Pd]([P](C1=CC=CC=C1)(C2=CC=CC=C2)C3=CC=CC=C3)([P](C4=CC=CC=C4)(C5=CC=CC=C5)C6=CC=CC=C6)Cl (Pd(PPh3)2Cl2), [Cu]I (CuI). Run in C(C)#N (acetonitrile). Yields the product C(C1=CC=CC=C1)OC=1C=2N(C=CC1)C(=CN2)C#C[Si](C)(C)C (8-(Benzyloxy)-3-((trimethylsilyl)-ethynyl)imidazo[1,2-a]pyridine). Isolated yield 63.7%. RXN SMILES: [CH2:1]([O:8][C:9]1[C:10]2[N:11]([C:15](Br)=[CH:16][N:17]=2)[CH:12]=[CH:13][CH:14]=1)[C:2]1[CH:7]=[CH:6][CH:5]=[CH:4][CH:3]=1.[C:19]([Si:21]([CH3:24])([CH3:23])[CH3:22])#[CH:20].C(NC(C)C)(C)C>C(#N)C.Cl[Pd](Cl)([P](C1C=CC=CC=1)(C1C=CC=CC=1)C1C=CC=CC=1)[P](C1C=CC=CC=1)(C1C=CC=CC=1)C1C=CC=CC=1.[Cu]I>[CH2:1]([O:8][C:9]1[C:10]2[N:11]([C:15]([C:20]#[C:19][Si:21]([CH3:24])([CH3:23])[CH3:22])=[CH:16][N:17]=2)[CH:12]=[CH:13][CH:14]=1)[C:2]1[CH:7]=[CH:6][CH:5]=[CH:4][CH:3]=1 |^1:37,56|. Reported procedure: A mixture of 8-(benzyloxy)-3-bromoimidazo[1,2-a]pyridine (10.0 g, 33.0 mmol), 9.39 mL (66.0 mmol) of ethynyltrimethylsilane, 0.580 g (0.825 mmol) of Pd(PPh3)2Cl2, 0.230 g (1.19 mmol) of CuI, and 5.09 mL (36.3 mmol) of diisopropylamine in 100 mL of acetonitrile was heated at reflux for 3 h under an atmosphere of N2. Upon cooling to ambient temperature, the reaction mixture was concentrated and the crude product was purified by silica gel flash chromatography (eluted with 20-50% EtOAc/hexanes) to ... Reactants: COC1=CC=C(C=C1)C1=NOC2=C1CCC(CC2)C(=O)OC (methyl 5,6,7,8-tetrahydro-3-(4-methoxyphenyl)-4H-cyclohept[d]isoxazole-6-carboxylate), [OH-].[K+] (potassium hydroxide). Run in CO (methanol), O (water). Reaction conditions: temperature 20 celsius, time 66 hour. Product: COC1=CC=C(C=C1)C1=NOC2=C1CCC(CC2)C(=O)O (5,6,7,8-tetrahydro-3-(4-methoxyphenyl)-4H-cyclohept[d]isoxazole-6-carboxylic acid). Yield: 67.8%. Reaction SMILES: [CH3:1][O:2][C:3]1[CH:8]=[CH:7][C:6]([C:9]2[C:13]3[CH2:14][CH2:15][CH:16]([C:19]([O:21]C)=[O:20])[CH2:17][CH2:18][C:12]=3[O:11][N:10]=2)=[CH:5][CH:4]=1.[OH-].[K+]>CO.O>[CH3:1][O:2][C:3]1[CH:4]=[CH:5][C:6]([C:9]2[C:13]3[CH2:14][CH2:15][CH:16]([C:19]([OH:21])=[O:20])[CH2:17][CH2:18][C:12]=3[O:11][N:10]=2)=[CH:7][CH:8]=1 |f:1.2|. Procedure: 1.7 g (0.00565 mol) of methyl 5,6,7,8-tetrahydro-3-(4-methoxyphenyl)-4H-cyclohept[d]isoxazole-6-carboxylate were dissolved in 20 ml of methanol. 1 g of potassium hydroxide in 3 ml of water was added and the mixture was stirred at 20° C. for 66 hours. The methanol was removed by evaporation and an excess of water was added. The mixture was acidified with dilute hydrochloric acid and the resulting precipitate was filtered off, washed with water and dried. Crystallization from ethyl acetate/hexane ... Starting materials: C(C)(C)(C)OC(N(C)C(C(=O)NC1=NC(=C(C=C1)Br)C#CC1=CC=CC=C1)C)=O (tert-butyl-N-[1-[[5-bromo-6-(2-phenylethynyl)pyridin-2-yl]amino]-1-oxopropan-2-yl]-N-methylcarbamate), B1(OCC(CO1)(C)C)B2OCC(CO2)(C)C (bis(neopentyl glycolato)diboron), CC(=O)[O-].[K+] (KOAc), CS(=O)C (DMSO). The reagents and catalysts are C1(=CC=CC=C1)P([C-]1C=CC=C1)C1=CC=CC=C1.[C-]1(C=CC=C1)P(C1=CC=CC=C1)C1=CC=CC=C1.[Fe+2] (1,1′-Bis(diphenylphosphino)ferrocene), Cl[Pd]Cl (dichloropalladium(II)). Solvent: O (water). Conditions: temperature 65 celsius, time 39 hour. The product is CN(C(C(=O)NC1=CC=C(C(=N1)C#CC1=CC=CC=C1)B(O)O)C)C(=O)OC(C)(C)C ([6-[2-[methyl-[(2-methylpropan-2-yl)oxycarbonyl]amino]propanoylamino]-2-(2-phenylethynyl)pyridin-3-yl]boronic acid). As a reaction SMILES: [C:1]([O:5][C:6](=[O:29])[N:7]([CH:9]([CH3:28])[C:10]([NH:12][C:13]1[CH:18]=[CH:17][C:16](Br)=[C:15]([C:20]#[C:21][C:22]2[CH:27]=[CH:26][CH:25]=[CH:24][CH:23]=2)[N:14]=1)=[O:11])[CH3:8])([CH3:4])([CH3:3])[CH3:2].[B:30]1(B2OCC(C)(C)CO2)[O:35]CC(C)(C)C[O:31]1.CC([O-])=O.[K+].CS(C)=O>O.C1(P(C2C=CC=CC=2)[C-]2C=CC=C2)C=CC=CC=1.[C-]1(P(C2C=CC=CC=2)C2C=CC=CC=2)C=CC=C1.[Fe+2].Cl[Pd]Cl>[CH3:8][N:7]([C:6]([O:5][C:1]([CH3:4])([CH3:3])[CH3:2])=[O:29])[CH:9]([CH3:28])[C:10]([NH:12][C:13]1[N:14]=[C:15]([C:20]#[C:21][C:22]2[CH:27]=[CH:26][CH:25]=[CH:24][CH:23]=2)[C:16]([B:30]([OH:35])[OH:31])=[CH:17][CH:18]=1)=[O:11] |f:2.3,6.7.8|. Procedure: A mixture of tert-butyl-N-[1-[[5-bromo-6-(2-phenylethynyl)pyridin-2-yl]amino]-1-oxopropan-2-yl]-N-methylcarbamate C2a (2.5 g, 5.45 mmol), bis(neopentyl glycolato)diboron (2.46 g, 10.9 mmol), KOAc (1.61 g, 16.4 mmol), 1,1′-Bis(diphenylphosphino)ferrocene]-dichloropalladium(II) (399 mg, 0.55 mmol) and DMSO (20 ml) is stirred under argon atmosphere for 39 h at 65° C. The mixture is diluted with water and extracted with DCM. The combined organic layers are dried over MgSO4, concentrated in vacuo and... Starting materials: NC1=C(C=NN1C1=CC2=C(NC(=N2)C)C=C1)C(=O)C=1N(C2=CC=C(C=C2C1)C(=O)O)S(=O)(=O)C1=CC=C(C=C1)C (2-[5-Amino-1-(2-methyl-1H-benzimidazol-5-yl)-1H-pyrazole-4-carbonyl]-1-(toluene-4-sulfonyl)-1H-indole-5-carboxylic acid), N1CCOCC1 (morpholine), Cl.CN(CCCN=C=NCC)C (N-(3-dimethylaminopropyl)-N′-ethylcarbodiimide hydrochloride). The solvent is O (water), O1CCCC1 (tetrahydrofuran). Conditions: time 24 hour. Yields the product NC1=C(C=NN1C1=CC2=C(NC(=N2)C)C=C1)C(=O)C=1N(C2=CC=C(C=C2C1)C(=O)N1CCOCC1)S(=O)(=O)C1=CC=C(C=C1)C ([5-amino-1-(2-methyl-1H-benzimidazol-5-yl)-1H-pyrazol-4-yl]-[5-(morpholine-4-carbonyl)-1-(toluene-4-sulfonyl)-1H-indol-2-yl]-methanone). As a reaction SMILES: [NH2:1][C:2]1[N:6]([C:7]2[CH:16]=[CH:15][C:10]3[NH:11][C:12]([CH3:14])=[N:13][C:9]=3[CH:8]=2)[N:5]=[CH:4][C:3]=1[C:17]([C:19]1[N:20]([S:31]([C:34]2[CH:39]=[CH:38][C:37]([CH3:40])=[CH:36][CH:35]=2)(=[O:33])=[O:32])[C:21]2[C:26]([CH:27]=1)=[CH:25][C:24]([C:28]([OH:30])=O)=[CH:23][CH:22]=2)=[O:18].[NH:41]1[CH2:46][CH2:45][O:44][CH2:43][CH2:42]1.Cl.CN(C)CCCN=C=NCC>O.O1CCCC1>[NH2:1][C:2]1[N:6]([C:7]2[CH:16]=[CH:15][C:10]3[NH:11][C:12]([CH3:14])=[N:13][C:9]=3[CH:8]=2)[N:5]=[CH:4][C:3]=1[C:17]([C:19]1[N:20]([S:31]([C:34]2[CH:35]=[CH:36][C:37]([CH3:40])=[CH:38][CH:39]=2)(=[O:33])=[O:32])[C:21]2[C:26]([CH:27]=1)=[CH:25][C:24]([C:28]([N:41]1[CH2:46][CH2:45][O:44][CH2:43][CH2:42]1)=[O:30])=[CH:23][CH:22]=2)=[O:18] |f:2.3|. Procedure: 2-[5-Amino-1-(2-methyl-1H-benzimidazol-5-yl)-1H-pyrazole-4-carbonyl]-1-(toluene-4-sulfonyl)-1H-indole-5-carboxylic acid (113 mg) was dissolved in water (5 ml) and tetrahydrofuran (THF) (10 ml), and then morpholine (53.5 μl) and N-(3-dimethylaminopropyl)-N′-ethylcarbodiimide hydrochloride (WSC-HCl) (43 mg) were added thereto. The mixture was stirred at room temperature for 24 hours. The reaction mixture was then concentrated under reduced pressure. The resulting residue was purified by silica gel... Starting materials: CC(=O)O[BH-](OC(C)=O)OC(C)=O, C1COCCN1, CCOC(C)=O, ClCCl, [Na+], O=Cc1ccc[nH]1. Product: c1c[nH]c(CN2CCOCC2)c1. RXN SMILES: [C:14]([O:15][BH-:16]([O:17][C:18](=[O:19])[CH3:20])[O:21][C:22](=[O:23])[CH3:24])(=[O:25])[CH3:26].[CH2:8]1[CH2:9][O:10][CH2:11][CH2:12][NH:13]1.[CH3:31][CH2:32][O:33][C:34]([CH3:35])=[O:36].[Cl:28][CH2:29][Cl:30].[Na+:27].[nH:1]1[c:2]([CH:6]=[O:7])[cH:3][cH:4][cH:5]1>>[nH:1]1[c:2]([CH2:6][N:13]2[CH2:8][CH2:9][O:10][CH2:11][CH2:12]2)[cH:3][cH:4][cH:5]1.